From a dataset of the Open Reaction Database (ORD), a public repository of structured organic reaction records. describe an organic reaction: reactants, conditions, products, and yield Reactants: O=CC1=CC(OC)=C(O)C=C1 (Vanillin), [H-].[Na+] (sodium hydride), BrCC(=CC(=O)OCC)C (ethyl 4-bromo-3-methyl-2-butenoate), [OH-].[Na+] (sodium hydroxide). The solvent is CN(C)C=O (DMF), CN(C)C=O (DMF), CN(C)C=O (DMF), CCOCC (ether). Conditions: time 10 minute. The product is CC(=CC(=O)OCC)COC1=C(C=C(C=C1)C=O)OC (ethyl 3-methyl-4-(4-formyl-2-methoxyphenoxy)-2-butenoate). RXN SMILES: [O:1]=[CH:2][C:3]1[CH:11]=[CH:10][C:8]([OH:9])=[C:5]([O:6][CH3:7])[CH:4]=1.[H-].[Na+].Br[CH2:15][C:16]([CH3:23])=[CH:17][C:18]([O:20][CH2:21][CH3:22])=[O:19].[OH-].[Na+]>CN(C=O)C.CCOCC>[CH3:15][C:16]([CH2:23][O:9][C:8]1[CH:10]=[CH:11][C:3]([CH:2]=[O:1])=[CH:4][C:5]=1[O:6][CH3:7])=[CH:17][C:18]([O:20][CH2:21][CH3:22])=[O:19] |f:1.2,4.5|. Procedure: Vanillin (3.43 g, 22.5 mmol) in 10 ml of DMF is added portionwise, at 0°, to sodium hydride (21.5 g, 23.6 mmol) in ml of DMF. The mixture is stirred for 10 min. and then ethyl 4-bromo-3-methyl-2-butenoate (4.87 g, 23.5 mmol) in 3 ml of DMF is added. After 3 hours, the reaction mixture is poured into ether and 5% sodium hydroxide solution. The aqueous layer is extracted with ether, and the organic layers are combined and washed with 5% sodium hydroxide, with water and with brine and dried. Solven...